Task: describe an organic reaction: reactants, conditions, products, and yield. Dataset: the Open Reaction Database (ORD), a public repository of structured organic reaction records Starting materials: O=C1NCCc2c(Br)[nH]c3cccc1c23, Cc1cc(C(C)(C)C)c(O)c(C(C)(C)C)c1, CCCC[Sn](C#Cc1ccccc1)(CCCC)CCCC, CN(C)C=O, O, [Pd], c1ccc(P(c2ccccc2)c2ccccc2)cc1, c1ccc(P(c2ccccc2)c2ccccc2)cc1, c1ccc(P(c2ccccc2)c2ccccc2)cc1, c1ccc(P(c2ccccc2)c2ccccc2)cc1. Product: O=C1NCCc2c(C#Cc3ccccc3)[nH]c3cccc1c23. Reaction SMILES: [Br:1][c:2]1[nH:3][c:4]2[cH:5][cH:6][cH:7][c:8]3[c:9]2[c:10]1[CH2:11][CH2:12][NH:13][C:14]3=[O:15].[C:37]([c:38]1[cH:39][c:40]([CH3:41])[cH:42][c:43]([C:44]([CH3:45])([CH3:46])[CH3:47])[c:48]1[OH:49])([CH3:50])([CH3:51])[CH3:52].[CH2:16]([Sn:17]([CH2:18][CH2:19][CH2:20][CH3:29])([C:21]#[C:22][c:23]1[cH:24][cH:25][cH:26][cH:27][cH:28]1)[CH2:30][CH2:31][CH2:32][CH3:33])[CH2:34][CH2:35][CH3:36].[O:53]=[CH:54][N:55]([CH3:56])[CH3:57].[OH2:58].[Pd:59].[c:117]1([P:118]([c:119]2[cH:120][cH:121][cH:122][cH:123][cH:124]2)[c:125]2[cH:126][cH:127][cH:128][cH:129][cH:130]2)[cH:131][cH:132][cH:133][cH:134][cH:135]1.[c:60]1([P:61]([c:62]2[cH:63][cH:64][cH:65][cH:66][cH:67]2)[c:68]2[cH:69][cH:70][cH:71][cH:72][cH:73]2)[cH:74][cH:75][cH:76][cH:77][cH:78]1.[c:79]1([P:80]([c:81]2[cH:82][cH:83][cH:84][cH:85][cH:86]2)[c:87]2[cH:88][cH:89][cH:90][cH:91][cH:92]2)[cH:93][cH:94][cH:95][cH:96][cH:97]1.[c:98]1([P:99]([c:100]2[cH:101][cH:102][cH:103][cH:104][cH:105]2)[c:106]2[cH:107][cH:108][cH:109][cH:110][cH:111]2)[cH:112][cH:113][cH:114][cH:115][cH:116]1>>[c:2]1([C:21]#[C:22][c:23]2[cH:24][cH:25][cH:26][cH:27][cH:28]2)[nH:3][c:4]2[cH:5][cH:6][cH:7][c:8]3[c:9]2[c:10]1[CH2:11][CH2:12][NH:13][C:14]3=[O:15]. Starting materials: Cl (HCl), CC1=C(SC2=C1N=C(N=C2N2CCOCC2)C=2C=NC(=NC2)N)CN2CCNCC2 (5-(7-methyl-4-morpholino-6-(piperazin-1-ylmethyl)thieno[3,2-d]pyrimidin-2-yl)pyrimidin-2-amine), C(C)(C)(C)OC(=O)NC(C(=O)O)(C)C (2-(tert-butoxycarbonylamino)-2-methylpropanoic acid), C(=O)(C(F)(F)F)O (TFA). Product: NC(C(=O)N1CCN(CC1)CC1=C(C=2N=C(N=C(C2S1)N1CCOCC1)C=1C=NC(=NC1)N)C)(C)C (2-amino-1-(4-((2-(2-aminopyrimidin-5-yl)-7-methyl-4-morpholinothieno[3,2-d]pyrimidin-6-yl)methyl)piperazin-1-yl)-2-methylpropan-1-one). The yield is 80.3%. Reaction SMILES: Cl.[CH3:2][C:3]1[C:7]2[N:8]=[C:9]([C:18]3[CH:19]=[N:20][C:21]([NH2:24])=[N:22][CH:23]=3)[N:10]=[C:11]([N:12]3[CH2:17][CH2:16][O:15][CH2:14][CH2:13]3)[C:6]=2[S:5][C:4]=1[CH2:25][N:26]1[CH2:31][CH2:30][NH:29][CH2:28][CH2:27]1.C(OC([NH:39][C:40]([CH3:45])([CH3:44])[C:41](O)=[O:42])=O)(C)(C)C.C(O)(C(F)(F)F)=O>>[NH2:39][C:40]([CH3:45])([CH3:44])[C:41]([N:29]1[CH2:30][CH2:31][N:26]([CH2:25][C:4]2[S:5][C:6]3[C:11]([N:12]4[CH2:13][CH2:14][O:15][CH2:16][CH2:17]4)=[N:10][C:9]([C:18]4[CH:19]=[N:20][C:21]([NH2:24])=[N:22][CH:23]=4)=[N:8][C:7]=3[C:3]=2[CH3:2])[CH2:27][CH2:28]1)=[O:42]. Procedure details: Crude HCl salt of 5-(7-methyl-4-morpholino-6-(piperazin-1-ylmethyl)thieno[3,2-d]pyrimidin-2-yl)pyrimidin-2-amine (74 mg) was reacted with 70 mg 2-(tert-butoxycarbonylamino)-2-methylpropanoic acid via General Procedure B, treated with TFA and purified via reverse phase HPLC to yield 71.3 mg of 352 after reverse phase HPLC purification. MS (Q1) 512.3 (M)+ Reactants: Cc1ccc(OCc2ccccc2)cc1C(=O)O, CCCC1(C)C(=O)N(C2CCNCC2)N=C1c1ccc(OC)c(OC)c1. Product: CCCC1(C)C(=O)N(C2CCN(C(=O)c3cc(OCc4ccccc4)ccc3C)CC2)N=C1c1ccc(OC)c(OC)c1. As a reaction SMILES: [CH2:27]([c:28]1[cH:29][cH:30][cH:31][cH:32][cH:33]1)[O:34][c:35]1[cH:36][cH:37][c:38]([CH3:44])[c:39]([C:40](=[O:41])[OH:42])[cH:43]1.[CH3:1][O:2][c:3]1[cH:4][c:5]([C:11]2=[N:15][N:14]([CH:16]3[CH2:17][CH2:18][NH:19][CH2:20][CH2:21]3)[C:13](=[O:22])[C:12]2([CH2:23][CH2:24][CH3:25])[CH3:26])[cH:6][cH:7][c:8]1[O:9][CH3:10]>>[CH3:1][O:2][c:3]1[cH:4][c:5]([C:11]2=[N:15][N:14]([CH:16]3[CH2:17][CH2:18][N:19]([C:40]([c:39]4[c:38]([CH3:44])[cH:37][cH:36][c:35]([O:34][CH2:27][c:28]5[cH:29][cH:30][cH:31][cH:32][cH:33]5)[cH:43]4)=[O:41])[CH2:20][CH2:21]3)[C:13](=[O:22])[C:12]2([CH2:23][CH2:24][CH3:25])[CH3:26])[cH:6][cH:7][c:8]1[O:9][CH3:10]. The reactants are BrC1NC(CCC1)C(=O)C1CCN(CC1)C (2-bromo-6-(1-methylpiperidin-4-ylcarbonyl)-piperidine), N.C(CO)O (NH3 ethylene glycol). The reagents and catalysts are Cu2O. Conditions: temperature 85 celsius. The product is CN1CCC(CC1)C(=O)C1=CC=CC=N1 (6-(1-methylpiperidin-4-ylcarbonyl)-pyridine). Yield: 128.2%. As a reaction SMILES: Br[CH:2]1[CH2:7][CH2:6][CH2:5][CH:4]([C:8]([CH:10]2[CH2:15][CH2:14][N:13]([CH3:16])[CH2:12][CH2:11]2)=[O:9])[NH:3]1.N.C(O)CO>>[CH3:16][N:13]1[CH2:14][CH2:15][CH:10]([C:8]([C:4]2[N:3]=[CH:2][CH:7]=[CH:6][CH:5]=2)=[O:9])[CH2:11][CH2:12]1 |f:1.2|. Procedure: Load 2-bromo-6-(1-methylpiperidin-4-ylcarbonyl)-piperidine (20 g, 70.67 mmol, 1 eq) in 73.6 ml of 7M NH3/ethylene glycol (530 mmol, 7.5 eq) into a 130 ml pressure autoclave, and add Cu2O (101 mg, 0.706 mmol, 0.01 eq) as a catalyst. Seal the autoclave and heat the reaction mixture to 85° C. at about 50 psi (345 kPa) for 20 hrs. Cool the reaction mixture to room temperature, transfer the organic layer to a 250 ml flask, and place the flask under reduce pressure to remove ammonia. Add water (70 mL)... Starting materials: C(CC)(C1=CC=NC=C1)=NO (4-Propionylpyridine oxime), C1(=CC=C(C=C1)S(=O)(=O)Cl)C (p-toluenesulfonyl chloride). The solvent is N1=CC=CC=C1 (pyridine), hexanes. Reaction conditions: time 24 hour. Yields the product S(=O)(=O)(O)C1=CC=C(C)C=C1.C(CC)(C1=CC=NC=C1)=NO (4-Propionylpyridine oxime tosylate). RXN SMILES: [C:1](=[N:10][OH:11])([C:4]1[CH:9]=[CH:8][N:7]=[CH:6][CH:5]=1)[CH2:2][CH3:3].[C:12]1([CH3:22])[CH:17]=[CH:16][C:15]([S:18](Cl)(=[O:20])=[O:19])=[CH:14][CH:13]=1>N1C=CC=CC=1>[S:18]([C:15]1[CH:16]=[CH:17][C:12]([CH3:22])=[CH:13][CH:14]=1)([OH:11])(=[O:20])=[O:19].[C:1](=[N:10][OH:11])([C:4]1[CH:9]=[CH:8][N:7]=[CH:6][CH:5]=1)[CH2:2][CH3:3] |f:3.4|. Reported procedure: To the oxime 2 of Example 2 (5.0 g, 33 mmol) dissolved in pyridine (31 mL) was added p-toluenesulfonyl chloride (7.4 g, 39 mmol) and the reaction mixture stirred at room temperature for 24 hours. Pyridine hydrochloride was removed by filtration and the filtrate concentrated under reduced pressure. The solid obtained was slurried in hexanes, filtered, and air dried to give the compound 3 as a pale peach-colored solid: NMR (CDCl3) δ 1.12 (t, 3H, J=8 Hz), 2.45 (s, 3H), 2.81 (q, 2H, J=8 Hz), and 7.2... Starting materials: COc1ncnc(C(F)(F)F)c1Br, [Li]CCCC, CCOC=O, C1CCOC1, O. Yields the product COc1ncnc(C(F)(F)F)c1C=O. Reaction SMILES: [Br:11][c:12]1[c:13]([O:22][CH3:23])[n:14][cH:15][n:16][c:17]1[C:18]([F:19])([F:20])[F:21].[CH2:1]([Li:2])[CH2:3][CH2:4][CH3:5].[CH:24]([O:25][CH2:26][CH3:27])=[O:28].[O:6]1[CH2:7][CH2:10][CH2:9][CH2:8]1.[OH2:29]>>[O:6]=[CH:7][c:12]1[c:13]([O:22][CH3:23])[n:14][cH:15][n:16][c:17]1[C:18]([F:19])([F:20])[F:21]. Reactants: O=C1CCC(N2Cc3c(OCc4cccc(CBr)c4)cccc3C2=O)C(=O)N1, c1ccc2c(c1)CCNC2, CCN(C(C)C)C(C)C, CC#N, Cl. Product: O=C1CCC(N2Cc3c(OCc4cccc(CN5CCc6ccccc6C5)c4)cccc3C2=O)C(=O)N1. As a reaction SMILES: [Br:1][CH2:2][c:3]1[cH:4][c:5]([CH2:6][O:7][c:8]2[c:9]3[c:13]([cH:14][cH:15][cH:16]2)[C:12](=[O:17])[N:11]([CH:18]2[C:19](=[O:25])[NH:20][C:21](=[O:24])[CH2:22][CH2:23]2)[CH2:10]3)[cH:26][cH:27][cH:28]1.[CH2:30]1[NH:31][CH2:32][CH2:33][c:34]2[cH:35][cH:36][cH:37][cH:38][c:39]21.[CH2:40]([N:41]([CH:42]([CH3:43])[CH3:44])[CH:45]([CH3:46])[CH3:47])[CH3:48].[CH3:49][C:50]#[N:51].[ClH:29]>>[CH2:2]([c:3]1[cH:4][c:5]([CH2:6][O:7][c:8]2[c:9]3[c:13]([cH:14][cH:15][cH:16]2)[C:12](=[O:17])[N:11]([CH:18]2[C:19](=[O:25])[NH:20][C:21](=[O:24])[CH2:22][CH2:23]2)[CH2:10]3)[cH:26][cH:27][cH:28]1)[N:31]1[CH2:30][c:39]2[c:34]([cH:35][cH:36][cH:37][cH:38]2)[CH2:33][CH2:32]1. Reaction SMILES: [N:1]1[CH:6]=[CH:5][CH:4]=[C:3]([CH:7]2[N:11]3[CH:12]=[CH:13][C:14]([C:15]([C:17]4[C:25]5[C:20](=[CH:21][CH:22]=[CH:23][CH:24]=5)[NH:19][CH:18]=4)=[O:16])=[C:10]3[CH2:9][S:8]2)[CH:2]=1.Cl[C:27]([O:29][C:30]1[CH:35]=[CH:34][CH:33]=[CH:32][CH:31]=1)=[O:28].CN(C)[C:38](Cl)=[O:39].N>>[N:1]1[CH:6]=[CH:5][CH:4]=[C:3]([CH:7]2[N:11]3[CH:12]=[CH:13][C:14]([C:15]([C:17]4[C:25]5[C:20](=[CH:21][C:22]([O:39][CH2:38][C:20]6[CH:25]=[CH:24][CH:23]=[CH:22][CH:21]=6)=[CH:23][CH:24]=5)[N:19]([C:27]([O:29][C:30]5[CH:35]=[CH:34][CH:33]=[CH:32][CH:31]=5)=[O:28])[CH:18]=4)=[O:16])=[C:10]3[CH2:9][S:8]2)[CH:2]=1. The product is N1=CC(=CC=C1)C1SCC=2N1C=CC2C(=O)C2=CN(C1=CC(=CC=C21)OCC2=CC=CC=C2)C(=O)OC2=CC=CC=C2 (3-[Pyridin-3-yl)-7-(1-carbophenoxy-6-phenylmethoxyindol-3-ylcarbonyl)-1H,3H-pyrrolo[1,2-c]thiazole). The reactants are N1=CC(=CC=C1)C1SCC=2N1C=CC2C(=O)C2=CNC1=CC=CC=C21 (3-(pyridin-3-yl)-7-(indol-3-yl)carbonyl-1H,3H-pyrrolo[1,2-c]thiazole), N (NH3), ClC(=O)OC1=CC=CC=C1 (phenyl chloroformate), CN(C(=O)Cl)C (N,N-dimethylcarbamoyl chloride). Reported procedure: The desired compound was prepared according to the method of Example 2, except substituting 3-(pyridin-3-yl)-7-(6-phenylmethoxyindol-3-)carbonyl-1H,3H-pyrrolo[1,2-c]thiazole, prepared as in Example 4 for 3-(pyridin-3-yl)-7-(indol-3-yl)carbonyl-1H,3H-pyrrolo[1,2-c]thiazole and substituting phenyl chloroformate for N,N-dimethylcarbamoyl chloride. 1H NMR (DMSO-d6, 300 MHz) δ4.45 (d, 1H, J=15 Hz), 4.62 (dd, 1H, J=15 Hz, 2 Hz), 5.16 (s, 2H), 6.69 (d, 1H, J=3 Hz), 6.76 (s, 1H), 6.85 (d, 1H, J=3 Hz), 7... Reactants: CN(C)c1ccncc1, O=C(Cl)c1cccc(C(F)(F)F)c1, N#Cc1c(N)sc2nc3c(c(-c4cccs4)c12)CCCCC3, c1ccncc1. The product is N#Cc1c(NC(=O)c2cccc(C(F)(F)F)c2)sc2nc3c(c(-c4cccs4)c12)CCCCC3. As a reaction SMILES: [CH3:36][N:37]([c:38]1[cH:39][cH:40][n:41][cH:42][cH:43]1)[CH3:44].[F:23][C:24]([c:25]1[cH:26][c:27]([C:28](=[O:29])[Cl:30])[cH:31][cH:32][cH:33]1)([F:34])[F:35].[NH2:1][c:2]1[c:3]([C:21]#[N:22])[c:4]2[c:5](-[c:16]3[s:17][cH:18][cH:19][cH:20]3)[c:6]3[c:7]([n:8][c:9]2[s:10]1)[CH2:11][CH2:12][CH2:13][CH2:14][CH2:15]3.[cH:45]1[cH:46][cH:47][n:48][cH:49][cH:50]1>>[NH:1]([c:2]1[c:3]([C:21]#[N:22])[c:4]2[c:5](-[c:16]3[s:17][cH:18][cH:19][cH:20]3)[c:6]3[c:7]([n:8][c:9]2[s:10]1)[CH2:11][CH2:12][CH2:13][CH2:14][CH2:15]3)[C:28]([c:27]1[cH:26][c:25]([C:24]([F:23])([F:34])[F:35])[cH:33][cH:32][cH:31]1)=[O:29].